From a dataset of the Open Reaction Database (ORD), a public repository of structured organic reaction records. describe an organic reaction: reactants, conditions, products, and yield Starting materials: CCOC(=O)C(Br)c1ccccc1, O=C([O-])O, CCO, OC1CCNCC1, [Na+]. Yields the product CCOC(=O)C(c1ccccc1)N1CCC(O)CC1. Reaction SMILES: [Br:1][CH:2]([C:3](=[O:4])[O:5][CH2:6][CH3:7])[c:8]1[cH:9][cH:10][cH:11][cH:12][cH:13]1.[C:21](=[O:22])([OH:23])[O-:24].[CH3:26][CH2:27][OH:28].[NH:14]1[CH2:15][CH2:16][CH:17]([OH:20])[CH2:18][CH2:19]1.[Na+:25]>>[CH:2]([C:3](=[O:4])[O:5][CH2:6][CH3:7])([c:8]1[cH:9][cH:10][cH:11][cH:12][cH:13]1)[N:14]1[CH2:15][CH2:16][CH:17]([OH:20])[CH2:18][CH2:19]1.